This data is from the Open Reaction Database (ORD), a public repository of structured organic reaction records. The task is: describe an organic reaction: reactants, conditions, products, and yield The reactants are CN(C)c1ccncc1, CCN1C(=O)Cc2cc(Cl)cnc21, CN(C)C=O, O=C(Cl)c1cccs1. Yields the product CCN1C(=O)C(C(=O)c2cccs2)c2cc(Cl)cnc21. Reaction SMILES: [CH3:22][N:23]([CH3:24])[c:25]1[cH:26][cH:27][n:28][cH:29][cH:30]1.[Cl:1][c:2]1[cH:3][c:4]2[c:8]([n:9][cH:10]1)[N:7]([CH2:11][CH3:12])[C:6](=[O:13])[CH2:5]2.[O:31]=[CH:32][N:33]([CH3:34])[CH3:35].[s:14]1[c:15]([C:19](=[O:20])[Cl:21])[cH:16][cH:17][cH:18]1>>[Cl:1][c:2]1[cH:3][c:4]2[c:8]([n:9][cH:10]1)[N:7]([CH2:11][CH3:12])[C:6](=[O:13])[CH:5]2[C:19]([c:15]1[s:14][cH:18][cH:17][cH:16]1)=[O:20]. Reactants: FC1=C(C=CC=C1F)CC(=O)O ((2,3-Difluoro-phenyl)-acetic acid), [N+](=O)(O)[O-] (nitric acid). The solvent is S(O)(O)(=O)=O (sulfuric acid), S(O)(O)(=O)=O (sulfuric acid). Conditions: temperature -10 celsius, time 15 minute. Yields the product FC1=C(C=C(C=C1F)[N+](=O)[O-])CC(=O)O ((2,3-difluoro-5-nitrophenyl)acetic acid). RXN SMILES: [F:1][C:2]1[C:7]([F:8])=[CH:6][CH:5]=[CH:4][C:3]=1[CH2:9][C:10]([OH:12])=[O:11].[N+:13]([O-])([OH:15])=[O:14]>S(=O)(=O)(O)O>[F:1][C:2]1[C:7]([F:8])=[CH:6][C:5]([N+:13]([O-:15])=[O:14])=[CH:4][C:3]=1[CH2:9][C:10]([OH:12])=[O:11]. Reported procedure: (2,3-Difluoro-phenyl)-acetic acid (11, 5 g, 0.0290 mol) is dissolved in concentrated sulfuric acid (20 ml) and the resulting solution cooled to −10° C. with vigorous stirring. A solution of nitric acid (1.88 ml, 69.3%, 0.0290 mol) and sulfuric acid (2 ml) is added dropwise at a rate such that the temperature remains below −5° C. The thickened slurry is stirred for 15 minutes and then poured on ice. The resulting white precipitate is filtered and dried under vacuum (6.3 g, 99%) and consists of a ... Starting materials: CCNCC, CCCOc1ccccc1-c1nc2nc(S(C)(=O)=O)ncc2c(=O)[nH]1, ClCCl. Yields the product CCCOc1ccccc1-c1nc2nc(N(CC)CC)ncc2c(=O)[nH]1. RXN SMILES: [CH2:26]([CH3:27])[NH:28][CH2:29][CH3:30].[CH3:1][S:2](=[O:3])(=[O:4])[c:5]1[n:6][cH:7][c:8]2[c:9]([n:10]1)[n:11][c:12](-[c:16]1[c:17]([O:22][CH2:23][CH2:24][CH3:25])[cH:18][cH:19][cH:20][cH:21]1)[nH:13][c:14]2=[O:15].[Cl:31][CH2:32][Cl:33]>>[c:5]1([N:28]([CH2:26][CH3:27])[CH2:29][CH3:30])[n:6][cH:7][c:8]2[c:9]([n:10]1)[n:11][c:12](-[c:16]1[c:17]([O:22][CH2:23][CH2:24][CH3:25])[cH:18][cH:19][cH:20][cH:21]1)[nH:13][c:14]2=[O:15]. Starting materials: C1(=CC=CC=C1)P(=O)(C1=CC=CC=C1)OC=1[C@@H]([C@H]2N(C1C(=O)OCC1=CC=C(C=C1)[N+](=O)[O-])C([C@@H]2[C@@H](C)O)=O)C (4-nitrobenzyl (1R,5R,6S)-2-(diphenylphosphoryloxy)-6-[(1R)-1-hydroxyethyl]-1-methyl-1-carbapen-2-em-3-carboxylate), S[C@H]1C[C@H](N(C1)C)C(=O)N1CCN(CC1)C(N(C(=O)OCC1=CC=C(C=C1)[N+](=O)[O-])C)=N ((2S,4S)-4-mercapto-1-methyl-2-[4-(methyl-4-nitrobenzyloxycarbonylamidino)piperazin-1-yl-carbonyl]pyrrolidine). Yields the product O[C@H](C)[C@@H]1[C@@H]2N(C(=C([C@@H]2C)S[C@H]2C[C@H](N(C2)C)C(=O)N2CCN(CC2)C(NC)=N)C(=O)O)C1=O ((1R,5S,6S)-6-[(1R)-1-Hydroxyethyl]-1-methyl-2-((2S,4S)-1-methyl-2-[4-(methylamidino)piperazin-1-ylcarbonyl]pyrrolidin-4-ylthio]-1-carbapen-2-em-3-carboxylic acid). RXN SMILES: C1(P(O[C:16]2[C@H:17]([CH3:40])[C@@H:18]3[C@@H:35]([C@H:36]([OH:38])[CH3:37])[C:34](=[O:39])[N:19]3[C:20]=2[C:21]([O:23]CC2C=CC([N+]([O-])=O)=CC=2)=[O:22])(C2C=CC=CC=2)=O)C=CC=CC=1.[SH:41][C@@H:42]1[CH2:46][N:45]([CH3:47])[C@H:44]([C:48]([N:50]2[CH2:55][CH2:54][N:53]([C:56](=[NH:72])[N:57](C)[C:58](OCC3C=CC([N+]([O-])=O)=CC=3)=O)[CH2:52][CH2:51]2)=[O:49])[CH2:43]1>>[OH:38][C@@H:36]([C@H:35]1[C:34](=[O:39])[N:19]2[C:20]([C:21]([OH:23])=[O:22])=[C:16]([S:41][C@@H:42]3[CH2:46][N:45]([CH3:47])[C@H:44]([C:48]([N:50]4[CH2:55][CH2:54][N:53]([C:56](=[NH:72])[NH:57][CH3:58])[CH2:52][CH2:51]4)=[O:49])[CH2:43]3)[C@H:17]([CH3:40])[C@H:18]12)[CH3:37]. Procedure: A procedure similar to that described in Example 101 was repeated, but using 4-nitrobenzyl (1R,5R,6S)-2-(diphenylphosphoryloxy)-6-[(1R)-1-hydroxyethyl]-1-methyl-1-carbapen-2-em-3-carboxylate (prepared as described in Preparation 123) and (2S,4S)-4-mercapto-1-methyl-2-[4-(methyl-4-nitrobenzyloxycarbonylamidino)piperazin-1-yl-carbonyl]pyrrolidine (prepared as described in Preparation 105) as starting materials, in relative proportions similar to those used in that Example, to obtain the title comp... Reactants: CCO, CCOc1ccc(C2CCC(=CCC3OCCCO3)CC2)c(F)c1F, Cc1ccccc1. Product: CCOc1ccc(C2CCC(CCC3OCCCO3)CC2)c(F)c1F. RXN SMILES: [CH2:26]([OH:27])[CH3:28].[F:1][c:2]1[c:3]([CH:12]2[CH2:13][CH2:14][C:15](=[CH:18][CH2:19][CH:20]3[O:21][CH2:22][CH2:23][CH2:24][O:25]3)[CH2:16][CH2:17]2)[cH:4][cH:5][c:6]([O:9][CH2:10][CH3:11])[c:7]1[F:8].[c:29]1([CH3:30])[cH:31][cH:32][cH:33][cH:34][cH:35]1>>[F:1][c:2]1[c:3]([CH:12]2[CH2:13][CH2:14][CH:15]([CH2:18][CH2:19][CH:20]3[O:21][CH2:22][CH2:23][CH2:24][O:25]3)[CH2:16][CH2:17]2)[cH:4][cH:5][c:6]([O:9][CH2:10][CH3:11])[c:7]1[F:8]. Reactants: O=C1c2ccccc2C(=O)N1CCCCBr, O=C([O-])[O-], CN(C)C=O, [I-], [K+], [K+], [K+], COc1cccc2c1CC(N)CO2. Yields the product COc1cccc2c1CC(NCCCCN1C(=O)c3ccccc3C1=O)CO2. RXN SMILES: [Br:14][CH2:15][CH2:16][CH2:17][CH2:18][N:19]1[C:20](=[O:29])[c:21]2[c:22]([cH:25][cH:26][cH:27][cH:28]2)[C:23]1=[O:24].[C:30](=[O:31])([O-:32])[O-:33].[CH3:38][N:39]([CH3:40])[CH:41]=[O:42].[I-:37].[K+:34].[K+:35].[K+:36].[NH2:1][CH:2]1[CH2:3][O:4][c:5]2[cH:6][cH:7][cH:8][c:9]([O:12][CH3:13])[c:10]2[CH2:11]1>>[NH:1]([CH:2]1[CH2:3][O:4][c:5]2[cH:6][cH:7][cH:8][c:9]([O:12][CH3:13])[c:10]2[CH2:11]1)[CH2:15][CH2:16][CH2:17][CH2:18][N:19]1[C:20](=[O:29])[c:21]2[c:22]([cH:25][cH:26][cH:27][cH:28]2)[C:23]1=[O:24]. Starting materials: BrCCBr (1,2-dibromoethane), C(=O)(OC(C)(C)C)N1CC(C1)I (N-Boc-3-iodoazetidine), C[Si](C)(C)Cl (TMSCl), BrC1=NC=CC=C1Br (2,3-dibromopyridine), PdCl2dppf, C(Cl)Cl (CH2Cl2). Reagents/catalysts: [Zn] (zinc), [Cu]I (CuI). Run in CC(=O)N(C)C (DMA), CC(=O)N(C)C (DMA), CC(=O)N(C)C (DMA). Run at time 20 minute. The product is BrC=1C(=NC=CC1)C1CN(C1)C(=O)OC(C)(C)C (tert-butyl 3-(3-bromopyridin-2-yl)azetidine-1-carboxylate). Isolated yield 87.5%. Reaction SMILES: BrCCBr.C[Si](Cl)(C)C.[C:10]([N:17]1[CH2:20][CH:19](I)[CH2:18]1)([O:12][C:13]([CH3:16])([CH3:15])[CH3:14])=[O:11].Br[C:23]1[C:28]([Br:29])=[CH:27][CH:26]=[CH:25][N:24]=1.C(Cl)Cl>CC(N(C)C)=O.[Zn].[Cu]I>[Br:29][C:28]1[C:23]([CH:19]2[CH2:20][N:17]([C:10]([O:12][C:13]([CH3:16])([CH3:15])[CH3:14])=[O:11])[CH2:18]2)=[N:24][CH:25]=[CH:26][CH:27]=1. Reported procedure: A 5 L 3-neck round bottom flask fitted with a magnetic stirrer under nitrogen was charged with zinc dust (138 g, preactivated according to the above Preparation 1, 2.11 mol, 2 eq.) and DMA (370 mL, anhydrous). 1,2-dibromoethane (13 mL, 0.158 mol, 0.15 eq, Aldrich) was then added over 5 min, followed by TMSCl (20 mL, 0.158 mol, 0.15 eq, Acros) over 5 min. The reaction mixture was stirred for 20 min at RT. A solution of N-Boc-3-iodoazetidine (2) (448 g, 1.583 mol, 1.5 eq, CNH Technologies) in DMA ...